Dataset: the Open Reaction Database (ORD), a public repository of structured organic reaction records. Task: describe an organic reaction: reactants, conditions, products, and yield The reactants are [Mg] (magnesium), BrC1=C(C=CC=C1)C (2-bromotoluene), [Cl-].[NH4+] (ammonium chloride), FC1=CC2=C(C(=NO2)CCCN2CCC(CC2)=O)C=C1 (1-[3-(6-fluoro-1,2-benzisoxazol-3-yl)propyl]-4-piperidone). Reagents/catalysts: BrC(C)Br (dibromoethane). Solvent: CCOCC (ether), O (water), O1CCCC1 (tetrahydrofuran), CCOCC (ether). Run at time 1 hour. Product: Cl.FC1=CC2=C(C(=NO2)CCCN2CCC(CC2)(C2=C(C=CC=C2)C)O)C=C1 (1-[3-(6-Fluoro-1,2-benzisoxazol-3-yl)propyl]-4-hydroxy-4-(2-methylphenyl)piperidine hydrochloride). As a reaction SMILES: [Mg].Br[C:3]1[CH:8]=[CH:7][CH:6]=[CH:5][C:4]=1[CH3:9].[F:10][C:11]1[CH:29]=[CH:28][C:14]2[C:15]([CH2:18][CH2:19][CH2:20][N:21]3[CH2:26][CH2:25][C:24](=[O:27])[CH2:23][CH2:22]3)=[N:16][O:17][C:13]=2[CH:12]=1.[Cl-:30].[NH4+]>BrC(Br)C.CCOCC.O.O1CCCC1>[ClH:30].[F:10][C:11]1[CH:29]=[CH:28][C:14]2[C:15]([CH2:18][CH2:19][CH2:20][N:21]3[CH2:22][CH2:23][C:24]([OH:27])([C:3]4[CH:8]=[CH:7][CH:6]=[CH:5][C:4]=4[CH3:9])[CH2:25][CH2:26]3)=[N:16][O:17][C:13]=2[CH:12]=1 |f:3.4,9.10|. Procedure: To a suspension of 0.9 g of magnesium shavings and a few drops of dibromoethane in 30 ml of ether was added a solution of 6.2 g of 2-bromotoluene in 30 ml of water. After the addition was complete, the mixture was stirred under reflux for one hr, cooled, and a solution of 5 g of 1-[3-(6-fluoro-1,2-benzisoxazol-3-yl)propyl]-4-piperidone in 50 ml of tetrahydrofuran was added. After one hr, the mixture was diluted with ether, poured into 400 ml of saturated ammonium chloride solution and extracted ... Reactants: CO, [Cl-], ClCCl, [NH4+], Cn1nc(OCCOc2ncc(Cl)cn2)c(-c2ccc3c(c2)OCO3)c1N(S(C)(=O)=O)S(C)(=O)=O. Yields the product Cn1nc(OCCOc2ncc(Cl)cn2)c(-c2ccc3c(c2)OCO3)c1NS(C)(=O)=O. Reaction SMILES: [CH3:36][OH:37].[Cl-:41].[Cl:38][CH2:39][Cl:40].[NH4+:42].[O:1]1[CH2:2][O:3][c:4]2[c:5]1[cH:6][cH:7][c:8](-[c:10]1[c:11]([O:25][CH2:26][CH2:27][O:28][c:29]3[n:30][cH:31][c:32]([Cl:35])[cH:33][n:34]3)[n:12][n:13]([CH3:24])[c:14]1[N:15]([S:16](=[O:17])(=[O:18])[CH3:19])[S:20]([CH3:21])(=[O:22])=[O:23])[cH:9]2>>[O:1]1[CH2:2][O:3][c:4]2[c:5]1[cH:6][cH:7][c:8](-[c:10]1[c:11]([O:25][CH2:26][CH2:27][O:28][c:29]3[n:30][cH:31][c:32]([Cl:35])[cH:33][n:34]3)[n:12][n:13]([CH3:24])[c:14]1[NH:15][S:16](=[O:17])(=[O:18])[CH3:19])[cH:9]2. The reactants are C(C)(C)(C)OC(NCC1CCN(CC1)C1=NOC(=N1)C(Cl)(Cl)Cl)=O ([1-(5-Trichloromethyl-[1,2,4]oxadiazol-3-yl)-piperidin-4-ylmethyl]-carbamic acid tert-butyl ester), FC(C(=O)O)(F)F (trifluoro-acetic acid). Yields the product FC(C(=O)O)(F)F.ClC(C1=NC(=NO1)N1CCC(CC1)CN)(Cl)Cl (C-[1-(5-Trichloromethyl-[1,2,4]oxadiazol-3-yl)-piperidin-4-yl]-methylamine; compound with trifluoro-acetic acid). As a reaction SMILES: C(OC(=O)[NH:7][CH2:8][CH:9]1[CH2:14][CH2:13][N:12]([C:15]2[N:19]=[C:18]([C:20]([Cl:23])([Cl:22])[Cl:21])[O:17][N:16]=2)[CH2:11][CH2:10]1)(C)(C)C.[F:25][C:26]([F:31])([F:30])[C:27]([OH:29])=[O:28]>>[F:25][C:26]([F:31])([F:30])[C:27]([OH:29])=[O:28].[Cl:23][C:20]([Cl:21])([Cl:22])[C:18]1[O:17][N:16]=[C:15]([N:12]2[CH2:13][CH2:14][CH:9]([CH2:8][NH2:7])[CH2:10][CH2:11]2)[N:19]=1 |f:2.3|. Procedure details: [1-(5-Trichloromethyl-[1,2,4]oxadiazol-3-yl)-piperidin-4-ylmethyl]-carbamic acid tert-butyl ester (500 mg, 1.25 mmol) and 30% aqueous trifluoro-acetic acid (5 ml) were stirred for 24 hours at room temperature. The mixture was evaporated and lyophilised. The product contains excess of trifluoro-acetic acid.